From a dataset of the Open Reaction Database (ORD), a public repository of structured organic reaction records. describe an organic reaction: reactants, conditions, products, and yield The reactants are CC1(C)CC(=O)c2ccc(Br)cc21, ClCCl, [N-]=[N+]=[N-], [Na+]. The product is CC1(C)CNC(=O)c2ccc(Br)cc21. RXN SMILES: [Br:1][c:2]1[cH:3][c:4]2[c:8]([cH:9][cH:10]1)[C:7](=[O:11])[CH2:6][C:5]2([CH3:12])[CH3:13].[Cl:18][CH2:19][Cl:20].[N-:14]=[N+:15]=[N-:16].[Na+:17]>>[Br:1][c:2]1[cH:3][c:4]2[c:8]([cH:9][cH:10]1)[C:7](=[O:11])[NH:14][CH2:6][C:5]2([CH3:12])[CH3:13]. Starting materials: C[Si](N[Si](C)(C)C)(C)C.[K] (Potassium hexamethyl disilazane), O (Water), ClC1=CC=C(CN2C(=C(C3=CC(=CC=C23)OC)C)CO)C=C1 (1-(4-chlorobenzyl)-3-methyl-5-methoxy-1H-indole-2-methanol), CN(C)C=O (DMF), Ethyl 2-bromo acetate. The solvent is C1(=CC=CC=C1)C (toluene). Run at time 1 hour. The product is ClC1=CC=C(CN2C=C(C3=CC(=CC=C23)OC)C)C=C1.COCC(=O)O (1-(4-chlorobenzyl)-3-methyl-5-methoxy-1H-indole 2-methoxy acetic acid). Reaction SMILES: [Cl:1][C:2]1[CH:22]=[CH:21][C:5]([CH2:6][N:7]2[C:15]3[C:10](=[CH:11][C:12]([O:16][CH3:17])=[CH:13][CH:14]=3)[C:9]([CH3:18])=[C:8]2CO)=[CH:4][CH:3]=1.C[Si](C)(C)N[Si](C)(C)C.[K].[OH2:33].CN([CH:37]=[O:38])C>C1(C)C=CC=CC=1>[Cl:1][C:2]1[CH:22]=[CH:21][C:5]([CH2:6][N:7]2[C:15]3[C:10](=[CH:11][C:12]([O:16][CH3:17])=[CH:13][CH:14]=3)[C:9]([CH3:18])=[CH:8]2)=[CH:4][CH:3]=1.[CH3:12][O:16][CH2:17][C:37]([OH:38])=[O:33] |f:1.2,6.7,^1:31|. Procedure: The product from Step 2 above (1.0 g) was dissolved in dry DMF (10 ml) at -20° C. Potassium hexamethyl disilazane base in toluene (0.69M) was added (1.1 molar equivalents) and the reaction stirred for 1 hr. Ethyl 2-bromo acetate (580 mg)=1.2 equivalents was added and the reaction stirred for 16 h at 21° C. Water was added (3 ml). The product was isolated after extraction from the aqueous DMF with ether. Following purification on column chromatography, the title ethyl ester was hydrolysed in 3N N... Reactants: COC=1C=CC=C(C1C=2C=CC=CC2P(C3CCCCC3)C4CCCCC4)OC (S-Phos), BrC=1C=CC(=C(C(=O)NC2=C(C=C(C(=O)OC)C=C2C)C)C1)C (methyl 4-(5-bromo-2-methylbenzamido)-3,5-dimethylbenzoate), C(C)(C)(C)[Si](OCC1CNCCC1)(C)C (tert-butyl-dimethyl-(3-piperidylmethoxy)silane), C(=O)([O-])[O-].[Cs+].[Cs+] (Cs2CO3). Reagents/catalysts: C=1C=CC(=CC1)/C=C/C(=O)/C=C/C2=CC=CC=C2.C=1C=CC(=CC1)/C=C/C(=O)/C=C/C2=CC=CC=C2.C=1C=CC(=CC1)/C=C/C(=O)/C=C/C2=CC=CC=C2.[Pd].[Pd] (Pd2(dba)3). Run in O1CCOCC1 (1,4-dioxane). Reaction conditions: temperature 110 celsius, time 16 hour. The product is [Si](C)(C)(C(C)(C)C)OCC1CN(CCC1)C=1C=CC(=C(C(=O)NC2=C(C=C(C(=O)OC)C=C2C)C)C1)C (methyl 4-[[5-[3-[[tert-butyl(dimethyl)silyl]oxymethyl]-1-piperidyl]-2-methyl-benzoyl]amino]-3,5-dimethyl-benzoate), solid. The yield is 57.3%. RXN SMILES: Br[C:2]1[CH:3]=[CH:4][C:5]([CH3:23])=[C:6]([CH:22]=1)[C:7]([NH:9][C:10]1[C:19]([CH3:20])=[CH:18][C:13]([C:14]([O:16][CH3:17])=[O:15])=[CH:12][C:11]=1[CH3:21])=[O:8].[C:24]([Si:28]([CH3:38])([CH3:37])[O:29][CH2:30][CH:31]1[CH2:36][CH2:35][CH2:34][NH:33][CH2:32]1)([CH3:27])([CH3:26])[CH3:25].C([O-])([O-])=O.[Cs+].[Cs+].COC1C=CC=C(OC)C=1C1C=CC=CC=1P(C1CCCCC1)C1CCCCC1>O1CCOCC1.C1C=CC(/C=C/C(/C=C/C2C=CC=CC=2)=O)=CC=1.C1C=CC(/C=C/C(/C=C/C2C=CC=CC=2)=O)=CC=1.C1C=CC(/C=C/C(/C=C/C2C=CC=CC=2)=O)=CC=1.[Pd].[Pd]>[Si:28]([O:29][CH2:30][CH:31]1[CH2:36][CH2:35][CH2:34][N:33]([C:2]2[CH:3]=[CH:4][C:5]([CH3:23])=[C:6]([CH:22]=2)[C:7]([NH:9][C:10]2[C:19]([CH3:20])=[CH:18][C:13]([C:14]([O:16][CH3:17])=[O:15])=[CH:12][C:11]=2[CH3:21])=[O:8])[CH2:32]1)([C:24]([CH3:27])([CH3:26])[CH3:25])([CH3:38])[CH3:37] |f:2.3.4,7.8.9.10.11|. Procedure details: To a solution of methyl 4-(5-bromo-2-methylbenzamido)-3,5-dimethylbenzoate (0.5 g, 0.0013 mol), tert-butyl-dimethyl-(3-piperidylmethoxy)silane (0.45 g, 0.0019 mol, preparation 14) and Cs2CO3 (1.29 g, 0.0039 mol) in 1,4-dioxane (15 ml) is added Pd2(dba)3 (0.12 g, 0.00013 mol) followed by S-Phos (0.054 g, 0.00013 mol). The reaction mixture is purged with nitrogen for 5 minutes and then heated at 110° C. After 16 hours, the reaction is cooled to ambient temperature, filtered through Celite™ and was...